Dataset: the Open Reaction Database (ORD), a public repository of structured organic reaction records. Task: describe an organic reaction: reactants, conditions, products, and yield Reactants: CO (methanol), Cl (hydrochloric acid), 20.0, ClC1=C(C(=O)O)C=CC=C1Cl (2,3-dichlorobenzoic acid), [H-].C(C(C)C)[Al+]CC(C)C (diisobutylaluminum hydride). Run in O (water), O (water), C1(=CC=CC=C1)C (toluene). Reaction conditions: time 8 hour. Yields the product ClC1=C(CO)C=CC=C1Cl (2,3-Dichlorobenzyl alcohol). As a reaction SMILES: [Cl:1][C:2]1[C:10]([Cl:11])=[CH:9][CH:8]=[CH:7][C:3]=1[C:4](O)=[O:5].[H-].C([Al+]CC(C)C)C(C)C.CO.Cl>C1(C)C=CC=CC=1.O>[Cl:1][C:2]1[C:10]([Cl:11])=[CH:9][CH:8]=[CH:7][C:3]=1[CH2:4][OH:5] |f:1.2|. Reported procedure: A 20.0 (0.105 mole) portion of 2,3-dichlorobenzoic acid in 100 ml of toluene was treated with 254 ml (0.315 mole) of diisobutylaluminum hydride (25% in hexane), under a stream of dry nitrogen, at 15°-20° over 0.5 hours using rapid stirring. The reaction mixture was allowed to warm to room temperature over 0.5 hours, heated to reflux over 0.5 hours, refluxed for 1.5 hours, allowed to cool slowly to room temperature, and stored overnight at room temperature. The reaction mixture was then treated w... Reactants: CC(C)(C)OC(=O)N1CC(O)CC1C(=O)O, CCOC(C)=O, Fc1ccc(-c2nc3ccc(C4(c5ccccc5)CC4)nc3s2)cc1, [H-], [Na+], CN(C)C=O. Product: CC(C)(C)OC(=O)N1CC(Oc2ccc(-c3nc4ccc(C5(c6ccccc6)CC5)nc4s3)cc2)CC1C(=O)O. As a reaction SMILES: [C:1]([CH3:2])([CH3:3])([CH3:4])[O:5][C:6](=[O:7])[N:8]1[CH:9]([C:14](=[O:15])[OH:16])[CH2:10][CH:11]([OH:13])[CH2:12]1.[CH3:49][CH2:50][O:51][C:52]([CH3:53])=[O:54].[F:19][c:20]1[cH:21][cH:22][c:23](-[c:26]2[s:27][c:28]3[n:29][c:30]([C:35]4([c:38]5[cH:39][cH:40][cH:41][cH:42][cH:43]5)[CH2:36][CH2:37]4)[cH:31][cH:32][c:33]3[n:34]2)[cH:24][cH:25]1.[H-:17].[Na+:18].[O:44]=[CH:45][N:46]([CH3:47])[CH3:48]>>[C:1]([CH3:2])([CH3:3])([CH3:4])[O:5][C:6](=[O:7])[N:8]1[CH:9]([C:14](=[O:15])[OH:16])[CH2:10][CH:11]([O:13][c:20]2[cH:21][cH:22][c:23](-[c:26]3[s:27][c:28]4[n:29][c:30]([C:35]5([c:38]6[cH:39][cH:40][cH:41][cH:42][cH:43]6)[CH2:36][CH2:37]5)[cH:31][cH:32][c:33]4[n:34]3)[cH:24][cH:25]2)[CH2:12]1. The reactants are O=C1CCC(=O)N1Br, CCc1cnc(CC)c(NC2c3ccccc3CC2O)n1, ClCCl. The product is CCc1nc(NC2c3ccccc3CC2O)c(CC)nc1Br. Reaction SMILES: [Br:22][N:23]1[C:24](=[O:25])[CH2:26][CH2:27][C:28]1=[O:29].[CH2:1]([CH3:2])[c:3]1[c:4]([NH:11][CH:12]2[CH:13]([OH:21])[CH2:14][c:15]3[cH:16][cH:17][cH:18][cH:19][c:20]32)[n:5][c:6]([CH2:9][CH3:10])[cH:7][n:8]1.[Cl:30][CH2:31][Cl:32]>>[CH2:1]([CH3:2])[c:3]1[c:4]([NH:11][CH:12]2[CH:13]([OH:21])[CH2:14][c:15]3[cH:16][cH:17][cH:18][cH:19][c:20]32)[n:5][c:6]([CH2:9][CH3:10])[c:7]([Br:22])[n:8]1.